This data is from the Open Reaction Database (ORD), a public repository of structured organic reaction records. The task is: describe an organic reaction: reactants, conditions, products, and yield Reactants: BrC(CO)(CO)[N+](=O)[O-] (2-Bromo-2-nitro-1,3-propanediol), COC(CC(OC)OC)OC (malonaldehyde bis (dimethyl acetal)), O.C=1(C(=CC=CC1)S(=O)(=O)O)C (Toluene sulfonic acid monohydrate). The product is BrC1(COC(OC1)CC(OC)OC)[N+](=O)[O-] (5-bromo-5-nitro-2-(2',2'-dimethoxyethyl)-1,3-dioxane). Reaction SMILES: [Br:1][C:2]([N+:7]([O-:9])=[O:8])([CH2:5][OH:6])[CH2:3][OH:4].[CH3:10][O:11][CH:12]([O:19][CH3:20])[CH2:13][CH:14](OC)OC.O.C1(C)C(S(O)(=O)=O)=CC=CC=1>>[Br:1][C:2]1([N+:7]([O-:9])=[O:8])[CH2:5][O:6][CH:14]([CH2:13][CH:12]([O:19][CH3:20])[O:11][CH3:10])[O:4][CH2:3]1 |f:2.3|. Procedure details: 2-Bromo-2-nitro-1,3-propanediol (0.02 m) and malonaldehyde bis (dimethyl acetal) (3.3 ml, 0.02 m) were heated, under nitrogen, in an oil bath at 96° C. Toluene sulfonic acid monohydrate (50 mg) was added after the solid melted. The reaction flask was sealed with a rubber septum and returned to the bath. Every 10 minutes the flask was flushed for one minute with a vigorous nitrogen stream to remove methanol. After 2 hours the brown viscous oil was cooled and subsequently solidified. The dark oily... Starting materials: O (water), CC1=C(N=C2N1C=CC(=C2)C)CCC2=CC1=C(N=C(O1)S(=O)(=O)[O-])C=C2.[K+] (Potassium 6-[2-(3,7-dimethylimidazo[1,2-a]pyridin-2-yl)ethyl]-2-benzoxazolesulfonate), Cl.NC(=N)N (guanidine hydrochloride), [OH-].[K+] (potassium hydroxide). Solvent: C(C)(=O)OCC (ethyl acetate), CN(C=O)C (N,N-dimethylformamide). Reaction conditions: time 4 hour. Product: CC1=C(N=C2N1C=CC(=C2)C)CCC2=CC1=C(N=C(O1)NC(=N)N)C=C2 (6-[2-(3,7-dimethylimidazo[1,2-a]-pyridin-2-yl)ethyl]-2-guanidinobenzoxazole). Yield: 33.1%. RXN SMILES: [CH3:1][C:2]1[N:6]2[CH:7]=[CH:8][C:9]([CH3:11])=[CH:10][C:5]2=[N:4][C:3]=1[CH2:12][CH2:13][C:14]1[CH:26]=[CH:25][C:17]2[N:18]=[C:19](S([O-])(=O)=O)[O:20][C:16]=2[CH:15]=1.[K+].Cl.[NH2:29][C:30]([NH2:32])=[NH:31].[OH-].[K+].O>CN(C)C=O.C(OCC)(=O)C>[CH3:1][C:2]1[N:6]2[CH:7]=[CH:8][C:9]([CH3:11])=[CH:10][C:5]2=[N:4][C:3]=1[CH2:12][CH2:13][C:14]1[CH:26]=[CH:25][C:17]2[N:18]=[C:19]([NH:31][C:30]([NH2:32])=[NH:29])[O:20][C:16]=2[CH:15]=1 |f:0.1,2.3,4.5|. Reported procedure: Potassium 6-[2-(3,7-dimethylimidazo[1,2-a]pyridin-2-yl)ethyl]-2-benzoxazolesulfonate (1.10 g) was added to a mixture of guanidine hydrochloride (257 mg) and potassium hydroxide (150 mg) in N,N-dimethylformamide (12 ml). After being stirred for 4 hours at ambient temperature, the reaction mixture was mixed with water (110 ml) and ethyl acetate (20 ml). The resulting precipitate was collected, washed with water and recrystallized from ethanol to give 6-[2-(3,7-dimethylimidazo[1,2-a]-pyridin-2-yl)e... The reactants are COCCOC(C1=CC(C(=O)OCCOC)=CC(=C1)NS(=O)(=O)C=1C=C2C=C(C=C(C2=CC1)S(=O)(=O)NC=1C=C(C=C(C(=O)OCCOC)C1)C(=O)OCCOC)S(=O)(=O)NC=1C=C(C=C(C(=O)OCCOC)C1)C(=O)OCCOC)=O (5,5',5"-[1,3,6-naphthalenetriyltris(sulfonylimino)]triisophthalic acid hexakis(2-methoxyethyl)ester), Cl (hydrochloric acid). The solvent is [OH-].[Na+] (sodium hydroxide). Run at time 1 hour. Yields the product C1(=CC(=CC2=CC(=CC=C12)S(=O)(=O)NC=1C=C(C=C(C(=O)O)C1)C(=O)O)S(=O)(=O)NC=1C=C(C=C(C(=O)O)C1)C(=O)O)S(=O)(=O)NC=1C=C(C=C(C(=O)O)C1)C(=O)O (5,5',5"-[1,3,6-Naphthalenetriyltris(sulfonylimino)]-triisophthalic acid). The yield is 97.5%. Reaction SMILES: COCC[O:5][C:6](=[O:82])[C:7]1[CH:19]=[C:18]([NH:20][S:21]([C:24]2[CH:25]=[C:26]3[C:31](=[CH:32][CH:33]=2)[C:30]([S:34]([NH:37][C:38]2[CH:39]=[C:40]([C:51]([O:53]CCOC)=[O:52])[CH:41]=[C:42]([CH:50]=2)[C:43]([O:45]CCOC)=[O:44])(=[O:36])=[O:35])=[CH:29][C:28]([S:58]([NH:61][C:62]2[CH:63]=[C:64]([C:75]([O:77]CCOC)=[O:76])[CH:65]=[C:66]([CH:74]=2)[C:67]([O:69]CCOC)=[O:68])(=[O:60])=[O:59])=[CH:27]3)(=[O:23])=[O:22])[CH:17]=[C:9]([C:10]([O:12]CCOC)=[O:11])[CH:8]=1.Cl>[OH-].[Na+]>[C:30]1([S:34]([NH:37][C:38]2[CH:39]=[C:40]([C:51]([OH:53])=[O:52])[CH:41]=[C:42]([CH:50]=2)[C:43]([OH:45])=[O:44])(=[O:35])=[O:36])[C:31]2[C:26](=[CH:25][C:24]([S:21]([NH:20][C:18]3[CH:17]=[C:9]([C:10]([OH:12])=[O:11])[CH:8]=[C:7]([CH:19]=3)[C:6]([OH:82])=[O:5])(=[O:22])=[O:23])=[CH:33][CH:32]=2)[CH:27]=[C:28]([S:58]([NH:61][C:62]2[CH:63]=[C:64]([C:75]([OH:77])=[O:76])[CH:65]=[C:66]([CH:74]=2)[C:67]([OH:69])=[O:68])(=[O:59])=[O:60])[CH:29]=1 |f:2.3|. Reported procedure: A mixture of 12.06 g of the product of Example 3 and 60 ml of 2N sodium hydroxide is stirred for one hour. The resulting yellow solution is acidified with 65 ml of 2N hydrochloric acid to give a colorless gum which solidifies on standing. The mixture is filtered and the separated product is washed with water until the washings are neutral. The material is dried in vacuo, then is pulverized, and dried again to give 8.36 g of the product of the Example as a colorless powder. The reactants are CC1COCCC1NC(=O)Nc1cnc2c(ccn2COCC[Si](C)(C)C)n1, CC(=O)Cl, CO. The product is CC1COCCC1NC(=O)Nc1cnc2[nH]ccc2n1. As a reaction SMILES: [CH3:1][CH:2]1[CH2:3][O:4][CH2:5][CH2:6][CH:7]1[NH:8][C:9](=[O:10])[NH:11][c:12]1[n:13][c:14]2[c:15]([n:16][cH:17]1)[n:18]([CH2:21][O:22][CH2:23][CH2:24][Si:25]([CH3:26])([CH3:27])[CH3:28])[cH:19][cH:20]2.[CH3:29][C:30](=[O:31])[Cl:32].[CH3:33][OH:34]>>[CH3:1][CH:2]1[CH2:3][O:4][CH2:5][CH2:6][CH:7]1[NH:8][C:9](=[O:10])[NH:11][c:12]1[n:13][c:14]2[c:15]([n:16][cH:17]1)[nH:18][cH:19][cH:20]2. The reactants are CC1(OCC(O1)COC=1C=C2C=C(N=C(C2=CC1OCCOC)OC(C)C)NC1=NNC(=C1)C)C ([6-(2,2-dimethyl-[1,3]dioxolan-4-ylmethoxy)-1-isopropoxy-7-(2-methoxy-ethoxy)-isoquinolin-3-yl]-(5-methyl-1H-pyrazol-3-yl)-amine), C(=O)(O)[O-].[Na+] (NaHCO3). Run in C1CCOC1 (THF). Run at time 3 hour. Product: C(C)(C)OC1=NC(=CC2=CC(=C(C=C12)OCCOC)OCC(CO)O)NC1=NNC(=C1)C (3-[1-Isopropoxy-7-(2-methoxy-ethoxy)-3-(5-methyl-1H-pyrazol-3-ylamino)-isoquinolin-6-yloxy]-propane-1,2-diol). Yield: 18.2%. As a reaction SMILES: CC1(C)[O:6][CH:5]([CH2:7][O:8][C:9]2[CH:10]=[C:11]3[C:16](=[CH:17][C:18]=2[O:19][CH2:20][CH2:21][O:22][CH3:23])[C:15]([O:24][CH:25]([CH3:27])[CH3:26])=[N:14][C:13]([NH:28][C:29]2[CH:33]=[C:32]([CH3:34])[NH:31][N:30]=2)=[CH:12]3)[CH2:4][O:3]1.C([O-])(O)=O.[Na+]>C1COCC1>[CH:25]([O:24][C:15]1[C:16]2[C:11](=[CH:10][C:9]([O:8][CH2:7][CH:5]([OH:6])[CH2:4][OH:3])=[C:18]([O:19][CH2:20][CH2:21][O:22][CH3:23])[CH:17]=2)[CH:12]=[C:13]([NH:28][C:29]2[CH:33]=[C:32]([CH3:34])[NH:31][N:30]=2)[N:14]=1)([CH3:27])[CH3:26] |f:1.2|. Procedure: A solution of 30 mg of [6-(2,2-dimethyl-[1,3]dioxolan-4-ylmethoxy)-1-isopropoxy-7-(2-methoxy-ethoxy)-isoquinolin-3-yl]-(5-methyl-1H-pyrazol-3-yl)-amine in 5 ml THF and 1 ml 1NHCl was stirred at room temperature for 3 h, and sent to Prep. LC-MS after neutralized with NaHCO3. 5 mg of 3-[1-Isopropoxy-7-(2-methoxy-ethoxy)-3-(5-methyl-1H-pyrazol-3-ylamino)-isoquinolin-6-yloxy]-propane-1,2-diol was produce as solid. LC-MS: m/e 447 (MH+). Starting materials: O=C(NCc1ccccn1)C(O)C(Cc1ccccc1)NC(=O)C1CCC(=O)N1Cc1ccccc1, [N-]=O. Product: O=C(NCc1ccccn1)C(=O)C(Cc1ccccc1)NC(=O)C1CCC(=O)N1Cc1ccccc1. Reaction SMILES: [CH2:1]([c:2]1[cH:3][cH:4][cH:5][cH:6][cH:7]1)[N:8]1[CH:9]([C:14](=[O:15])[NH:16][CH:17]([CH2:18][c:19]2[cH:20][cH:21][cH:22][cH:23][cH:24]2)[CH:25]([C:26]([NH:27][CH2:28][c:29]2[n:30][cH:31][cH:32][cH:33][cH:34]2)=[O:35])[OH:36])[CH2:10][CH2:11][C:12]1=[O:13].[O:37]=[N-:38]>>[CH2:1]([c:2]1[cH:3][cH:4][cH:5][cH:6][cH:7]1)[N:8]1[CH:9]([C:14](=[O:15])[NH:16][CH:17]([CH2:18][c:19]2[cH:20][cH:21][cH:22][cH:23][cH:24]2)[C:25]([C:26]([NH:27][CH2:28][c:29]2[n:30][cH:31][cH:32][cH:33][cH:34]2)=[O:35])=[O:36])[CH2:10][CH2:11][C:12]1=[O:13]. Starting materials: COC=1C(=C(C=O)C=CC1)OCCCN1CCOCC1 (3-Methoxy-2-[3-(4-morpholinyl)propoxy]benzaldehyde), C(CC1=CC=CC=C1)N (phenethylamine). Solvent: C1(=CC=CC=C1)C (toluene). Product: COC=1C(=C(C=CC1)C=NCCC1=CC=CC=C1)OCCCN1CCOCC1 (N-[[3-Methoxy-2-[3-(4-morpholinyl)propoxy]phenyl]methylene]benzeneethanamine). The yield is 85.9%. RXN SMILES: [CH3:1][O:2][C:3]1[C:4]([O:11][CH2:12][CH2:13][CH2:14][N:15]2[CH2:20][CH2:19][O:18][CH2:17][CH2:16]2)=[C:5]([CH:8]=[CH:9][CH:10]=1)[CH:6]=O.[CH2:21]([NH2:29])[CH2:22][C:23]1[CH:28]=[CH:27][CH:26]=[CH:25][CH:24]=1>C1(C)C=CC=CC=1>[CH3:1][O:2][C:3]1[C:4]([O:11][CH2:12][CH2:13][CH2:14][N:15]2[CH2:20][CH2:19][O:18][CH2:17][CH2:16]2)=[C:5]([CH:6]=[N:29][CH2:21][CH2:22][C:23]2[CH:28]=[CH:27][CH:26]=[CH:25][CH:24]=2)[CH:8]=[CH:9][CH:10]=1. Procedure: 3-Methoxy-2-[3-(4-morpholinyl)propoxy]benzaldehyde (42.5 g) and 18.5 g of phenethylamine are reacted in 150 ml of toluene following the procedure described in Example 1B, yielding 50.0 g of the title compound, boiling point 229°-234° C. at 0.2-0.3 mm of Hg.